From a dataset of the Open Reaction Database (ORD), a public repository of structured organic reaction records. describe an organic reaction: reactants, conditions, products, and yield Starting materials: intermediate, BrC=1C=[N+](C=CC1[N+](=O)[O-])[O-] (3-bromo-4-nitro-pyridine-1-oxide), N1(CCCC1)CCCN (3-pyrrolidin-1-yl-propylamine), C([O-])([O-])=O.[K+].[K+] (potassium carbonate). The reagents and catalysts are [Pd] (Pd/C). Solvent: CCO (EtOH), CN(C)C=O (DMF). Run at temperature 90 celsius, time 3 hour. Yields the product N1(CCCC1)CCCNC=1C=NC=CC1N (N3-(3-Pyrrolidin-1-yl-propyl)-pyridine-3,4-diamine). As a reaction SMILES: Br[C:2]1[CH:3]=[N+:4]([O-])[CH:5]=[CH:6][C:7]=1[N+:8]([O-])=O.[N:12]1([CH2:17][CH2:18][CH2:19][NH2:20])[CH2:16][CH2:15][CH2:14][CH2:13]1.C(=O)([O-])[O-].[K+].[K+]>CN(C=O)C.CCO.[Pd]>[N:12]1([CH2:17][CH2:18][CH2:19][NH:20][C:2]2[CH:3]=[N:4][CH:5]=[CH:6][C:7]=2[NH2:8])[CH2:16][CH2:15][CH2:14][CH2:13]1 |f:2.3.4|. Reported procedure: 1.300 g (5.940 mmol) 3-bromo-4-nitro-pyridine-1-oxide and 0.980 g (7.430 mmol) 3-pyrrolidin-1-yl-propylamine was added to a suspension of 0.820 g (5.940 mmol) potassium carbonate in 20 mL DMF and the mixture was stirred for 3 hours at 90° C. The solvent was evaporated i. vac. and the residue purified by column chromatography (Alox (neutral, activity II-III), gradient dichloromethane/MeOH 100:0→95:5 v/v) (0.950 g, 60% of theory). 0.900 g (3.380 mmol) of the intermediate product was added to a sus... Reactants: F[B-](F)(F)F, F[B-](F)(F)F, CC(C)(C)c1ccc(N)cc1, CC(C)(C)c1ccc([N+]#N)cc1, Cl, O=N[O-], [Na+], [Na+]. The product is CC(C)(C)c1ccc(F)cc1. Reaction SMILES: [B-:16]([F:17])([F:18])([F:19])[F:20].[B-:22]([F:23])([F:24])([F:25])[F:26].[C:1]([CH3:2])([CH3:3])([CH3:4])[c:5]1[cH:6][cH:7][c:8]([NH2:9])[cH:10][cH:11]1.[C:27]([c:28]1[cH:29][cH:30][c:31]([N+:32]#[N:33])[cH:34][cH:35]1)([CH3:36])([CH3:37])[CH3:38].[ClH:39].[N:12]([O-:13])=[O:14].[Na+:15].[Na+:21]>>[C:1]([CH3:2])([CH3:3])([CH3:4])[c:5]1[cH:6][cH:7][c:8]([F:17])[cH:10][cH:11]1. The reactants are C(CCCCCCC=C)O (8-nonenol), C=CCCC (1-pentene). Run in C1CCOC1 (THF), C1CCOC1 (THF). Reaction conditions: time 4 hour. The product is C(CCCCCC\C=C/CCC)O ((Z)-Dodec-8-en-1-ol). Isolated yield 73.0%. Reaction SMILES: [CH2:1]([OH:10])[CH2:2][CH2:3][CH2:4][CH2:5][CH2:6][CH2:7][CH:8]=[CH2:9].[CH2:11]=[CH:12][CH2:13]CC>C1COCC1>[CH2:1]([OH:10])[CH2:2][CH2:3][CH2:4][CH2:5][CH2:6][CH2:7]/[CH:8]=[CH:9]\[CH2:11][CH2:12][CH3:13]. Reported procedure: In a glovebox, a 20 mL vial was charged with 8-nonenol (0.58 g, 4.1 mmol), 1-pentene (4 mL), and THF (4 mL). A solution of 1 (0.026 g, 1 mol %) in THF (0.5 mL) was added, and the mixture was stirred in an open vial for 4 hours. The vial was removed from the glovebox, the reaction was quenched with excess ethyl vinyl ether, and the solvent was removed in vacuo. Flash chromatography of the residue (SiO2, using a gradient of hexanes to 20% EtOAc in hexanes) provided 12 (0.56 g, 73% yield, 86% Z as ... The reactants are FC(C1=CC=C(C(=O)Cl)C=C1)(F)F (p-(trifluoromethyl)-benzoyl chloride), OC1=CC=C(C=C1)C1=NC=C(C=N1)CCCCCCCCC (2-p-hydroxyphenyl-5-nonylpyrimidine). Solvent: N1=CC=CC=C1 (pyridine). Reaction conditions: time 20 hour. The product is FC(C1=CC=C(C(=O)OC2=CC=C(C=C2)C2=NC=C(C=N2)CCCCCCCCC)C=C1)(F)F (p-(5-Nonylpyrimidin-2-yl)-phenyl p-(trifluoromethyl)-benzoate). Reaction SMILES: [F:1][C:2]([F:13])([F:12])[C:3]1[CH:11]=[CH:10][C:6]([C:7](Cl)=[O:8])=[CH:5][CH:4]=1.[OH:14][C:15]1[CH:20]=[CH:19][C:18]([C:21]2[N:26]=[CH:25][C:24]([CH2:27][CH2:28][CH2:29][CH2:30][CH2:31][CH2:32][CH2:33][CH2:34][CH3:35])=[CH:23][N:22]=2)=[CH:17][CH:16]=1>N1C=CC=CC=1>[F:1][C:2]([F:13])([F:12])[C:3]1[CH:11]=[CH:10][C:6]([C:7]([O:14][C:15]2[CH:16]=[CH:17][C:18]([C:21]3[N:22]=[CH:23][C:24]([CH2:27][CH2:28][CH2:29][CH2:30][CH2:31][CH2:32][CH2:33][CH2:34][CH3:35])=[CH:25][N:26]=3)=[CH:19][CH:20]=2)=[O:8])=[CH:5][CH:4]=1. Procedure details: 0.01 m of p-(trifluoromethyl)-benzoyl chloride is added dropwise with stirring to a solution of 0.01 m of 2-p-hydroxyphenyl-5-nonylpyrimidine in 20 ml of pyridine at 0°-5°, the mixture is stirred for 20 hours at room temperature, and worked up as usual. p-(5-Nonylpyrimidin-2-yl)-phenyl p-(trifluoromethyl)-benzoate is obtained. The reactants are CC(=O)OC(C)=O, [Na+], [OH-], O=[N+]([O-])O, O=C1CCCC(c2ccc(Cl)c(Cl)c2)N1c1ccccc1. Yields the product O=C1CCCC(c2ccc(Cl)c(Cl)c2)N1c1ccc([N+](=O)[O-])cc1. As a reaction SMILES: [CH3:28][C:29]([O:30][C:31](=[O:32])[CH3:33])=[O:34].[Na+:27].[OH-:26].[OH:22][N+:23]([O-:24])=[O:25].[c:1]1([N:7]2[C:8](=[O:21])[CH2:9][CH2:10][CH2:11][CH:12]2[c:13]2[cH:14][c:15]([Cl:20])[c:16]([Cl:19])[cH:17][cH:18]2)[cH:2][cH:3][cH:4][cH:5][cH:6]1>>[c:1]1([N:7]2[C:8](=[O:21])[CH2:9][CH2:10][CH2:11][CH:12]2[c:13]2[cH:14][c:15]([Cl:20])[c:16]([Cl:19])[cH:17][cH:18]2)[cH:2][cH:3][c:4]([N+:23](=[O:22])[O-:24])[cH:5][cH:6]1. The product is BrC=1C(=CC=2N(C1)C(=NN2)CC=2C(=NC(=CC2)C(F)(F)F)C)C2=CC=C(C=C2)Cl (6-bromo-7-(4-chlorophenyl)-3-((2-methyl-6-(trifluoromethyl)pyridin-3-yl)methyl)-[1,2,4]triazolo[4,3-a]pyridine). Starting materials: BrC=1C(=CC(=NC1)NNC(CC=1C(=NC(=CC1)C(F)(F)F)C)=O)C1=CC=C(C=C1)Cl (N′-(5-bromo-4-(4-chlorophenyl)pyridin-2-yl)-2-(2-methyl-6-(trifluoromethyl)pyridin-3-yl)acetohydrazide), BrC=1C(=CC=2N(C1)C(=NN2)CC=2C=NC(=CC2)C(F)(F)F)C2=CC=C(C=C2)Cl (6-bromo-7-(4-chlorophenyl)-3-((6-(trifluoromethyl)pyridin-3-yl)methyl)-[1,2,4]triazolo[4,3-a]pyridine). The solvent is C(C)(=O)O (acetic acid), FC(F)(F)C1=CC=CC=C1 ((trifluoromethyl)benzene). Yield: 63.3%. As a reaction SMILES: [Br:1][C:2]1[C:3]([C:24]2[CH:29]=[CH:28][C:27]([Cl:30])=[CH:26][CH:25]=2)=[CH:4][C:5]([NH:8][NH:9][C:10](=O)[CH2:11][C:12]2[C:13]([CH3:22])=[N:14][C:15]([C:18]([F:21])([F:20])[F:19])=[CH:16][CH:17]=2)=[N:6][CH:7]=1.BrC1C(C2C=CC(Cl)=CC=2)=CC2N(C(CC3C=NC(C(F)(F)F)=CC=3)=NN=2)C=1>C(O)(=O)C.FC(C1C=CC=CC=1)(F)F>[Br:1][C:2]1[C:3]([C:24]2[CH:29]=[CH:28][C:27]([Cl:30])=[CH:26][CH:25]=2)=[CH:4][C:5]2[N:6]([C:10]([CH2:11][C:12]3[C:13]([CH3:22])=[N:14][C:15]([C:18]([F:21])([F:20])[F:19])=[CH:16][CH:17]=3)=[N:9][N:8]=2)[CH:7]=1. Reported procedure: The title compound (61 mg, 60%) as a white powder was prepared from N′-(5-bromo-4-(4-chlorophenyl)pyridin-2-yl)-2-(2-methyl-6-(trifluoromethyl)pyridin-3-yl)acetohydrazide (100 mg, 0.20 mmol) in glacial acetic acid (0.6 mL) and (trifluoromethyl)benzene (1.8 mL) by the procedures analogous to those described for 6-bromo-7-(4-chlorophenyl)-3-((6-(trifluoromethyl)pyridin-3-yl)methyl)-[1,2,4]triazolo[4,3-a]pyridine (Example 56D). LC/MS (method B): retention time=1.83 min, [M+H]+=481.0. Procedure details: A mixture of 1.2 mol of dodecenylsuccinic anhydride, 0.9 mol of propylene glycol and 40% by weight heavy aromatic naphtha was heated at 130° C. in a 1 L 3-necked, round bottomed flask equipped with a condenser and a mechanical stirrer for 6.5 hours. Run at temperature 130 celsius. As a reaction SMILES: [CH:1]([CH:13]1[CH2:18][C:17](=[O:19])[O:16][C:14]1=[O:15])=[CH:2][CH2:3][CH2:4][CH2:5][CH2:6][CH2:7][CH2:8][CH2:9][CH2:10][CH2:11][CH3:12].[CH2:20]([OH:24])[CH:21]([OH:23])[CH3:22]>>[CH:1]([CH:13]1[CH2:18][C:17](=[O:19])[O:16][C:14]1=[O:15])=[CH:2][CH2:3][CH2:4][CH2:5][CH2:6][CH2:7][CH2:8][CH2:9][CH2:10][CH2:11][CH3:12].[CH2:20]([OH:24])[CH:21]([OH:23])[CH3:22] |f:2.3|. Yields the product C(=CCCCCCCCCCC)C1C(=O)OC(C1)=O.C(C(C)O)O (dodecenyl succinic anhydride propylene glycol). Reactants: C(=CCCCCCCCCCC)C1C(=O)OC(C1)=O (dodecenylsuccinic anhydride), C(C(C)O)O (propylene glycol), naphtha.